Dataset: the Open Reaction Database (ORD), a public repository of structured organic reaction records. Task: describe an organic reaction: reactants, conditions, products, and yield Reactants: C(C)(C)(C)OC(NC1(COC(OC1)(C)C)C#CC1=CC=C(C=C1)C1=CC(=C(C=C1)O)C12CC3CC(CC(C1)C3)C2)=O (tert-Butyl-5-((3′-(1-admantyl)-4′-hydroxybiphenyl-4-yl)ethynyl)-2,2-dimethyl-1,3-dioxan-5-ylcarbamate), C12(CC3CC(CC(C1)C3)C2)C=2C=C(C=CC2OCCCCCCCC)C#CC2(COC(OC2)(C)C)NC(OC(C)(C)C)=O (tert-butyl 5-((3-(1-admantyl)-4-(octyloxy)phenyl)ethynyl)-2,2-dimethyl-1,3-dioxan-5-ylcarbamate). The product is NC(CO)(CO)CCC1=CC=C(C=C1)C1=CC(=C(C=C1)O)C12CC3CC(CC(C1)C3)C2 (2-Amino-2-(2-(3′-(1-admantyl)-4′-hydroxybiphenyl-4-yl)ethyl) propane-1,3-diol). Isolated yield 71.0%. RXN SMILES: C(OC(=O)[NH:7][C:8]1([C:16]#[C:17][C:18]2[CH:23]=[CH:22][C:21]([C:24]3[CH:29]=[CH:28][C:27]([OH:30])=[C:26]([C:31]45[CH2:40][CH:35]6[CH2:36][CH:37]([CH2:39][CH:33]([CH2:34]6)[CH2:32]4)[CH2:38]5)[CH:25]=3)=[CH:20][CH:19]=2)[CH2:13][O:12]C(C)(C)[O:10][CH2:9]1)(C)(C)C.C12(C3C=C(C#CC4(NC(=O)OC(C)(C)C)COC(C)(C)OC4)C=CC=3OCCCCCCCC)CC3CC(CC(C3)C1)C2>>[NH2:7][C:8]([CH2:16][CH2:17][C:18]1[CH:23]=[CH:22][C:21]([C:24]2[CH:29]=[CH:28][C:27]([OH:30])=[C:26]([C:31]34[CH2:32][CH:33]5[CH2:39][CH:37]([CH2:36][CH:35]([CH2:34]5)[CH2:40]3)[CH2:38]4)[CH:25]=2)=[CH:20][CH:19]=1)([CH2:13][OH:12])[CH2:9][OH:10]. Procedure details: When product of Step B was substitute for tert-butyl 5-((3-(1-admantyl)-4-(octyloxy)phenyl)ethynyl)-2,2-dimethyl-1,3-dioxan-5-ylcarbamate in Example 63 Step C, the similar process afforded the title compound in 71% yield, as a colourless solid. 1H-NMR (CDCl3) 1.70 (s, 6H); 1.88-1.94 (m, 2H); 2.0 (broad s, 3H); 2.1 (broad s, 6H); 2.58-2.64 (m, 2H); 3.63 (d, 2H, J=12 Hz); 3.69 (d, 2H, J=12.08 Hz); 6.69 (d, 1H, J=8.18 Hz); 7.13-7.16 (m, 3H); 7.3 (d, 1H, J=2.06 Hz); 7.37 (d, 2H, J=8.07 Hz). Starting materials: [Li+].[OH-] (LiOH), CC(C(=O)O)C[C@@H](C)[C@H]1CC[C@H]2[C@@H]3[C@@H](C[C@@H]4C[C@H](CC[C@]4(C)[C@H]3C[C@@H]([C@]12C)O)OCCN(C)C1=CC=C(C=C1)[C@@H]1C2=C3CCC(C=C3CC[C@H]2[C@@H]2CC[C@@]([C@@]2(C)C1)(C#CC)O)=O)OCOC(CCCNC(=O)OC(C)(C)C)=O (Methyl(3β,5β,7α,12α)-7-(4-tert-butoxycarbonylaminobutanoyloxymethoxy)-12-hydroxy-3-{2-[{4-[(11β,17α)-17-hydroxy-3-oxo-17-prop-1-ynylestra-4,9-dien-11-yl]phenyl}(methyl)amino]ethoxy}cholan-24-oic acid), resultant mixture. The solvent is C1CCOC1 (THF). Product: C(C)(C)(C)OC(=O)NCCCC(=O)OCO[C@H]1[C@H]2[C@@H]3CC[C@H]([C@@H](CCC(=O)O)C)[C@]3([C@H](C[C@@H]2[C@]2(CC[C@@H](C[C@H]2C1)OCCN(C)C1=CC=C(C=C1)[C@@H]1C2=C3CCC(C=C3CC[C@H]2[C@@H]2CC[C@@]([C@@]2(C)C1)(C#CC)O)=O)C)O)C ((3β,5β,7α,12α)-7-(4-tert-Butoxycarbonylaminobutanoyloxymethoxy)-12-hydroxy-3-{2-[{4-[(11β,17α)-17-hydroxy-3-oxo-17-prop-1-ynylestra-4,9-dien-11-yl]phenyl}(methyl)amino]ethoxy}cholan-24-oic acid). As a reaction SMILES: C[CH:2]([CH2:6][C@H:7]([C@@H:9]1[C@:26]2([CH3:27])[C@H:12]([C@H:13]3[C@H:23]([CH2:24][C@@H:25]2[OH:28])[C@:21]2([CH3:22])[C@@H:16]([CH2:17][C@@H:18]([O:29][CH2:30][CH2:31][N:32]([C:34]4[CH:39]=[CH:38][C:37]([C@H:40]5[CH2:57][C@@:55]6([CH3:56])[C@@H:51]([CH2:52][CH2:53][C@:54]6([OH:61])[C:58]#[C:59][CH3:60])[C@H:50]6[C:41]5=[C:42]5[C:47]([CH2:48][CH2:49]6)=[CH:46][C:45](=[O:62])[CH2:44][CH2:43]5)=[CH:36][CH:35]=4)[CH3:33])[CH2:19][CH2:20]2)[CH2:15][C@H:14]3[O:63][CH2:64][O:65][C:66](=[O:78])[CH2:67][CH2:68][CH2:69][NH:70][C:71]([O:73][C:74]([CH3:77])([CH3:76])[CH3:75])=[O:72])[CH2:11][CH2:10]1)[CH3:8])[C:3]([OH:5])=[O:4].[Li+].[OH-]>C1COCC1>[C:74]([O:73][C:71]([NH:70][CH2:69][CH2:68][CH2:67][C:66]([O:65][CH2:64][O:63][C@@H:14]1[CH2:15][C@H:16]2[C@:21]([CH3:22])([CH2:20][CH2:19][C@H:18]([O:29][CH2:30][CH2:31][N:32]([C:34]3[CH:39]=[CH:38][C:37]([C@H:40]4[CH2:57][C@@:55]5([CH3:56])[C@@H:51]([CH2:52][CH2:53][C@:54]5([OH:61])[C:58]#[C:59][CH3:60])[C@H:50]5[C:41]4=[C:42]4[C:47]([CH2:48][CH2:49]5)=[CH:46][C:45](=[O:62])[CH2:44][CH2:43]4)=[CH:36][CH:35]=3)[CH3:33])[CH2:17]2)[C@@H:23]2[C@@H:13]1[C@H:12]1[C@:26]([CH3:27])([C@@H:25]([OH:28])[CH2:24]2)[C@@H:9]([C@H:7]([CH3:8])[CH2:6][CH2:2][C:3]([OH:5])=[O:4])[CH2:10][CH2:11]1)=[O:78])=[O:72])([CH3:77])([CH3:75])[CH3:76] |f:1.2|. Reported procedure: The compound of Example 11B is dissolved in THF; an aqueous solution of LiOH is added, and the resultant mixture is stirred at ambient temperature for 3 hours. The reaction is quenched by addition of aqueous phosphoric acid (1N), and extracted with ethyl acetate. The crude material is carried forward without further purification. Reactants: O=CN1CCOCC1, O, O=S(Cl)Cl, NS(=O)(=O)c1nc(-c2ccccc2)ns1. The product is O=S(=O)(N=CN1CCOCC1)c1nc(-c2ccccc2)ns1. As a reaction SMILES: [CH:21](=[O:22])[N:23]1[CH2:24][CH2:25][O:26][CH2:27][CH2:28]1.[OH2:20].[S:1]([Cl:2])([Cl:3])=[O:4].[c:5]1(-[c:11]2[n:12][s:13][c:14]([S:16](=[O:17])(=[O:18])[NH2:19])[n:15]2)[cH:6][cH:7][cH:8][cH:9][cH:10]1>>[c:5]1(-[c:11]2[n:12][s:13][c:14]([S:16](=[O:17])(=[O:18])[N:19]=[CH:21][N:23]3[CH2:24][CH2:25][O:26][CH2:27][CH2:28]3)[n:15]2)[cH:6][cH:7][cH:8][cH:9][cH:10]1. Starting materials: O=C([O-])[O-], CCOC(Cc1ccc(O)cc1Cl)C(=O)OC, Cc1oc(-c2ccccc2F)nc1CCl, [Cs+], [Cs+], O=Cc1ccccc1F, [I-], [K+], O=P(Cl)(Cl)Cl. The product is CCOC(Cc1ccc(OCc2nc(-c3ccccc3F)oc2C)cc1Cl)C(=O)OC. Reaction SMILES: [C:47](=[O:48])([O-:49])[O-:50].[CH3:1][O:2][C:3]([CH:4]([CH2:5][c:6]1[c:7]([Cl:13])[cH:8][c:9]([OH:12])[cH:10][cH:11]1)[O:14][CH2:15][CH3:16])=[O:17].[Cl:18][CH2:19][c:20]1[n:21][c:22](-[c:26]2[c:27]([F:32])[cH:28][cH:29][cH:30][cH:31]2)[o:23][c:24]1[CH3:25].[Cs+:51].[Cs+:52].[F:33][c:34]1[cH:35][cH:36][cH:37][cH:38][c:39]1[CH:40]=[O:41].[I-:54].[K+:53].[P:42]([Cl:43])([Cl:44])([Cl:45])=[O:46]>>[CH3:1][O:2][C:3]([CH:4]([CH2:5][c:6]1[c:7]([Cl:13])[cH:8][c:9]([O:12][CH2:19][c:20]2[n:21][c:22](-[c:26]3[c:27]([F:32])[cH:28][cH:29][cH:30][cH:31]3)[o:23][c:24]2[CH3:25])[cH:10][cH:11]1)[O:14][CH2:15][CH3:16])=[O:17]. Reactants: COC(=O)C=1SC(=CC1N)C1=CC=CC=C1 (3-amino-5-phenyl-thiophene-2-carboxylic acid methyl ester), C(C)OC(CCCC(=O)C1CCCCC1)=O (5-cyclohexyl-5-oxo-pentanoic acid ethyl ester), C1(=CC=CC=C1)[SiH3] (phenyl silane), C(CCC)[Sn](CCCC)(Cl)Cl (dibutyltin dichloride). Run in O1CCOCC1 (dioxane). Reaction conditions: temperature 120 celsius. The product is COC(=O)C=1SC(=CC1NC(CCCC(=O)OCC)C1CCCCC1)C1=CC=CC=C1 (3-(1-Cyclohexyl-4-ethoxycarbonyl-butylamino)-5-phenyl-thiophene-2-carboxylic acid methyl ester). Yield: 15.4%. Reaction SMILES: [CH3:1][O:2][C:3]([C:5]1[S:6][C:7]([C:11]2[CH:16]=[CH:15][CH:14]=[CH:13][CH:12]=2)=[CH:8][C:9]=1[NH2:10])=[O:4].[CH2:17]([O:19][C:20](=[O:32])[CH2:21][CH2:22][CH2:23][C:24]([CH:26]1[CH2:31][CH2:30][CH2:29][CH2:28][CH2:27]1)=O)[CH3:18].C1([SiH3])C=CC=CC=1.C([Sn](Cl)(Cl)CCCC)CCC>O1CCOCC1>[CH3:1][O:2][C:3]([C:5]1[S:6][C:7]([C:11]2[CH:16]=[CH:15][CH:14]=[CH:13][CH:12]=2)=[CH:8][C:9]=1[NH:10][CH:24]([CH:26]1[CH2:31][CH2:30][CH2:29][CH2:28][CH2:27]1)[CH2:23][CH2:22][CH2:21][C:20]([O:19][CH2:17][CH3:18])=[O:32])=[O:4]. Procedure details: A flask was charged with 3-amino-5-phenyl-thiophene-2-carboxylic acid methyl ester (515 mg, 2.2 mmol, 1.0 equiv), 5-cyclohexyl-5-oxo-pentanoic acid ethyl ester (500 mg, 2.2 mmol, 1.0 equiv), phenyl silane (240 mg, 2.2 mmol, 1.0 equiv), dibutyltin dichloride (67 mg, 0.22 mmol, 0.1 equiv) and dioxane (2.0 mL). The resulting solution was heated at 120° C. with microwave for 2 hours. The solution was then concentrated and the residue was purified by silica gel column chromatography, EtOAc/heptane 5%...